Dataset: the Open Reaction Database (ORD), a public repository of structured organic reaction records. Task: describe an organic reaction: reactants, conditions, products, and yield Reactants: COC=1C=CC2=C(C(=C3N2CC2=CC=CC=C32)C=O)N1 (2-Methoxy-6H-pyrido[2′,3′:4,5]pyrrolo[2,1-a]isoindole-11-carbaldehyde), [N+](=O)([O-])C (nitromethane), C(C)(=O)[O-].[NH4+] (ammonium acetate). The product is COC=1C=CC2=C(C(=C3N2CC2=CC=CC=C32)C=C[N+](=O)[O-])N1 (2-Methoxy-11-[2-nitroethenyl]-6H-pyrido[2′,3′:4,5]pyrrolo[2,1-a]-isoindole). RXN SMILES: [CH3:1][O:2][C:3]1[CH:4]=[CH:5][C:6]2[N:10]3[CH2:11][C:12]4[C:17]([C:9]3=[C:8]([CH:18]=O)[C:7]=2[N:20]=1)=[CH:16][CH:15]=[CH:14][CH:13]=4.C([O-])(=O)C.[NH4+].[N+:26]([CH3:29])([O-:28])=[O:27]>>[CH3:1][O:2][C:3]1[CH:4]=[CH:5][C:6]2[N:10]3[CH2:11][C:12]4[C:17]([C:9]3=[C:8]([CH:18]=[CH:29][N+:26]([O-:28])=[O:27])[C:7]=2[N:20]=1)=[CH:16][CH:15]=[CH:14][CH:13]=4 |f:1.2|. Procedure: 600 mg (2.27 mmol) of the compound obtained in Step E dissolved in 25 ml of nitromethane are heated at 120° C., for 3 hours in the presence of 440 mg (5.67 mmol) of ammonium acetate. After returning to room temperature and evaporation to dryness, the reaction mixture is diluted in dichloromethane and washed with water. After drying over magnesium sulphate, evaporation of the organic phase yields the title compound in the form of a yellow solid.